From a dataset of the Open Reaction Database (ORD), a public repository of structured organic reaction records. describe an organic reaction: reactants, conditions, products, and yield Starting materials: CNC, CCOCC, O=C=Nc1ccc(Oc2ccc3sncc3c2)c(Cl)c1. Yields the product CN(C)C(=O)Nc1ccc(Oc2ccc3sncc3c2)c(Cl)c1. As a reaction SMILES: [CH3:1][NH:2][CH3:3].[CH3:24][CH2:25][O:26][CH2:27][CH3:28].[Cl:4][c:5]1[c:6]([O:7][c:8]2[cH:9][cH:10][c:11]3[c:12]([cH:13][n:14][s:15]3)[cH:16]2)[cH:17][cH:18][c:19]([N:21]=[C:22]=[O:23])[cH:20]1>>[CH3:1][N:2]([CH3:3])[C:22]([NH:21][c:19]1[cH:18][cH:17][c:6]([O:7][c:8]2[cH:9][cH:10][c:11]3[c:12]([cH:13][n:14][s:15]3)[cH:16]2)[c:5]([Cl:4])[cH:20]1)=[O:23]. The reactants are C(C)(C)(C)OC(=O)NCC(CC(=O)O)O (4-tert-butoxycarbonylamino-3-hydroxy-butyric acid), C(=O)([O-])[O-].[K+].[K+] (K2CO3), O (water), C(C1=CC=CC=C1)Br (benzyl bromide). The solvent is CN(C)C=O (DMF). Product: C(C1=CC=CC=C1)OC(C(C(C)O)NC(=O)OC(C)(C)C)=O (tert-Butoxycarbonylamino-3-hydroxy-butyric acid benzyl ester). Yield: 74.4%. Reaction SMILES: [C:1]([O:5][C:6]([NH:8][CH2:9][CH:10]([OH:15])[CH2:11]C(O)=O)=[O:7])([CH3:4])([CH3:3])[CH3:2].[C:16]([O-:19])([O-])=[O:17].[K+].[K+].[CH2:22](Br)[C:23]1[CH:28]=[CH:27][CH:26]=[CH:25][CH:24]=1.O>CN(C=O)C>[CH2:22]([O:19][C:16](=[O:17])[CH:9]([NH:8][C:6]([O:5][C:1]([CH3:2])([CH3:3])[CH3:4])=[O:7])[CH:10]([OH:15])[CH3:11])[C:23]1[CH:28]=[CH:27][CH:26]=[CH:25][CH:24]=1 |f:1.2.3|. Reported procedure: To a stirred solution of 4-tert-butoxycarbonylamino-3-hydroxy-butyric acid (2.0 g) in dry DMF (30 ml) at room temperature was added K2CO3 (2.8 g). After 15 min. benzyl bromide (1.7 g) was added. After 16 h the mixture was poured into 200 ml of water and extracted into EtOAc (200 ml×2). The combined organics were washed with 1 N NaOH (40 ml); water (40 ml×2); brine (40 ml); dried over MgSO4; filtered, and concentrated under reduced pressure to give an oil. Purification by Flash 40 chromatography ... Reactants: FC=1C=CC2=C(C(=CO2)COC2=C3C=C(NC3=CC=C2)C(=O)O)C1 (4-(5-fluoro-benzofuran-3-ylmethoxy)-1H-indole-2-carboxylic acid), Cl.Cl.Cl.NC1CCN(CC1)C[C@H](C)N1C[C@@H]([C@H](CC1)O)C ((3S,4S)-1-[(S)-2-(4-Amino-piperidin-1-yl)-1-methyl-ethyl]-3-methyl-piperidin-4-ol tri-hydrochloride). Yields the product O[C@@H]1[C@H](CN(CC1)[C@H](CN1CCC(CC1)NC(=O)C=1NC2=CC=CC(=C2C1)OCC1=COC2=C1C=C(C=C2)F)C)C (4-(5-Fluoro-benzofuran-3-ylmethoxy)-1H-indole-2-carboxylic acid {1-[(S)-2-((3S,4S)-4-hydroxy-3-methyl-piperidin-1-yl)-propyl]-piperidin-4-yl}-amide). RXN SMILES: [F:1][C:2]1[CH:3]=[CH:4][C:5]2[O:9][CH:8]=[C:7]([CH2:10][O:11][C:12]3[CH:20]=[CH:19][CH:18]=[C:17]4[C:13]=3[CH:14]=[C:15]([C:21](O)=[O:22])[NH:16]4)[C:6]=2[CH:24]=1.Cl.Cl.Cl.[NH2:28][CH:29]1[CH2:34][CH2:33][N:32]([CH2:35][C@@H:36]([N:38]2[CH2:43][CH2:42][C@H:41]([OH:44])[C@@H:40]([CH3:45])[CH2:39]2)[CH3:37])[CH2:31][CH2:30]1>>[OH:44][C@H:41]1[CH2:42][CH2:43][N:38]([C@@H:36]([CH3:37])[CH2:35][N:32]2[CH2:31][CH2:30][CH:29]([NH:28][C:21]([C:15]3[NH:16][C:17]4[C:13]([CH:14]=3)=[C:12]([O:11][CH2:10][C:7]3[C:6]5[CH:24]=[C:2]([F:1])[CH:3]=[CH:4][C:5]=5[O:9][CH:8]=3)[CH:20]=[CH:19][CH:18]=4)=[O:22])[CH2:34][CH2:33]2)[CH2:39][C@@H:40]1[CH3:45] |f:1.2.3.4|. Reported procedure: This compound is synthesized analogously to example 1 from 4-(5-fluoro-benzofuran-3-ylmethoxy)-1H-indole-2-carboxylic acid, 113 (see example 60) and amine 56. Starting materials: COc1ccc(-n2nc(N)cc2-c2ccc(OCc3ccccc3)cc2)cc1, CC(C)CCON=O, CC#N, CCOC(C)=O, [Cl-], [Cl-], Cl[Cu]Cl, [Li+], [NH4+]. Product: COc1ccc(-n2nc(Cl)cc2-c2ccc(OCc3ccccc3)cc2)cc1. As a reaction SMILES: [CH2:1]([c:2]1[cH:3][cH:4][cH:5][cH:6][cH:7]1)[O:8][c:9]1[cH:10][cH:11][c:12](-[c:15]2[cH:16][c:17]([NH2:28])[n:18][n:19]2-[c:20]2[cH:21][cH:22][c:23]([O:26][CH3:27])[cH:24][cH:25]2)[cH:13][cH:14]1.[CH3:31][CH:32]([CH2:33][CH2:34][O:35][N:36]=[O:37])[CH3:38].[CH3:41][C:42]#[N:43].[CH3:47][CH2:48][O:49][C:50](=[O:51])[CH3:52].[Cl-:30].[Cl-:39].[Cl:44][Cu:45][Cl:46].[Li+:29].[NH4+:40]>>[CH2:1]([c:2]1[cH:3][cH:4][cH:5][cH:6][cH:7]1)[O:8][c:9]1[cH:10][cH:11][c:12](-[c:15]2[cH:16][c:17]([Cl:30])[n:18][n:19]2-[c:20]2[cH:21][cH:22][c:23]([O:26][CH3:27])[cH:24][cH:25]2)[cH:13][cH:14]1. Reactants: [OH-].[Na+] (NaOH), CC=1C=C(C=C(C1)C)CC(=O)NC(C(=O)OC)CC1=CC=CC=C1 (methyl 2-[2-(3,5-dimethylphenyl)acetamido]-3-phenyl-propanoate). Run in solution. Reaction conditions: time 1 hour. Yields the product CC=1C=C(C=C(C1)C)CC(=O)NC(C(=O)O)CC1=CC=CC=C1 (2-[2-(3,5-dimethylphenyl)acetamido]-3-phenyl-propionic acid). RXN SMILES: [OH-].[Na+].[CH3:3][C:4]1[CH:5]=[C:6]([CH2:11][C:12]([NH:14][CH:15]([CH2:20][C:21]2[CH:26]=[CH:25][CH:24]=[CH:23][CH:22]=2)[C:16]([O:18]C)=[O:17])=[O:13])[CH:7]=[C:8]([CH3:10])[CH:9]=1>>[CH3:3][C:4]1[CH:5]=[C:6]([CH2:11][C:12]([NH:14][CH:15]([CH2:20][C:21]2[CH:22]=[CH:23][CH:24]=[CH:25][CH:26]=2)[C:16]([OH:18])=[O:17])=[O:13])[CH:7]=[C:8]([CH3:10])[CH:9]=1 |f:0.1|. Procedure: A solution of NaOH 1N (7.8 ml, 7.83 mmol) was added to a methanolic solution (40 ml) of (S) methyl 2-[2-(3,5-dimethylphenyl)acetamido]-3-phenyl-propanoate (635 mg, 1.95 mmol) and the reaction mixture was stirred for 1 h at rt, then concentrated under reduced pressure and residue diluted with H2O (40 ml) and HCl 1N to obtain a pH value equal to 2. The crude organic product was extracted with ethyl acetate (3×40 ml) and the organic phase was dried with anhydrous Na2SO4. The solvent was removed und... Isolated yield 65.9%. Run in C1=CC=CC=C1 (benzene). Reaction SMILES: [NH2:1][C@@H:2]([C:7]([OH:9])=[O:8])[C:3]([SH:6])([CH3:5])[CH3:4].[CH3:10][N:11]([CH3:18])[C:12](=[O:17])[CH2:13][C:14]([CH3:16])=O.S([O-])([O-])(=O)=O.[Mg+2]>C1C=CC=CC=1>[CH3:4][C:3]1([CH3:5])[S:6][C:14]([CH2:13][C:12]([N:11]([CH3:18])[CH3:10])=[O:17])([CH3:16])[NH:1][CH:2]1[C:7]([OH:9])=[O:8] |f:2.3|. The reactants are N[C@H](C(C)(C)S)C(=O)O (D-penicillamine), CN(C(CC(=O)C)=O)C (N,N-dimethylacetoacetamide), S(=O)(=O)([O-])[O-].[Mg+2] (magnesium sulfate). Reported procedure: A suspension of 2.00 g (13.4 mmoles) of D-penicillamine and 1.73 g (13.4 mmoles) of N,N-dimethylacetoacetamide in 15 ml of dry benzene, and 0.6 g of anhydrous magnesium sulfate was refluxed for 3.5 hours under a stream of argon. The reaction mixture became clear and then the solvent was distilled off. The resulting residue was dissolved in hot methyl alcohol. Insolubles were removed by filtration and the solvent was again distilled off. The residue was crystallized from chloroform and further re... Yields the product CC1(C(NC(S1)(C)CC(=O)N(C)C)C(=O)O)C (4-carboxy-2,5,5-trimethylthiazolidine-2-N,N-dimethylacetamide). Reactants: Cl (HCl), solution, C1(CC1)C=1C=C(C2=C(N(C(N2)=O)C2CCN(CC2)C(=O)OC(C)(C)C)C1)F (1,1-Dimethylethyl 4-(6-cyclopropyl-4-fluoro-2-oxo-2,3-dihydro-1H-benzimidazol-1-yl)-1-piperidinecarboxylate). The solvent is O1CCOCC1 (1,4-dioxane), ClCCl (dichloromethane). Reaction conditions: time 3 hour. Product: Cl.C1(CC1)C=1C=C(C2=C(N(C(N2)=O)C2CCNCC2)C1)F (6-Cyclopropyl-4-fluoro-1-(4-piperidinyl)-1,3-dihydro-2H-benzimidazol-2-one hydrochloride). Reaction SMILES: [CH:1]1([C:4]2[CH:5]=[C:6]([F:27])[C:7]3[NH:11][C:10](=[O:12])[N:9]([CH:13]4[CH2:18][CH2:17][N:16](C(OC(C)(C)C)=O)[CH2:15][CH2:14]4)[C:8]=3[CH:26]=2)[CH2:3][CH2:2]1.[ClH:28]>ClCCl.O1CCOCC1>[ClH:28].[CH:1]1([C:4]2[CH:5]=[C:6]([F:27])[C:7]3[NH:11][C:10](=[O:12])[N:9]([CH:13]4[CH2:14][CH2:15][NH:16][CH2:17][CH2:18]4)[C:8]=3[CH:26]=2)[CH2:2][CH2:3]1 |f:4.5|. Procedure: 1,1-Dimethylethyl 4-(6-cyclopropyl-4-fluoro-2-oxo-2,3-dihydro-1H-benzimidazol-1-yl)-1-piperidinecarboxylate (D28, 0.28 mmol, 107 mg) was dissolved in 1 ml of dichloromethane and treated with HCl (1 ml of a 4M solution in 1,4-dioxane) at room temperature and the mixture stirred at room temperature for 3 hours. The solvent was evaporated to afford the title compound, 100 mg, 0.32 mmol, complete conversion, M++H=276. Reactants: N1=CC(=CC=C1)N (pyridin-3-amine), BrC=1C=CC(=C(C(=O)O)C1)OCC1=CC=C(C=C1)F (5-bromo-2-{[(4-fluorophenyl)methyl]oxy}benzoic acid), C(CCl)Cl (EDC), C=1C=CC2=C(C1)N=NN2O (HOBT). Run in CN(C)C=O (DMF), O (Water). Reaction conditions: temperature 25 celsius, time 8 hour. Product: BrC=1C=CC(=C(C(=O)NC=2C=NC=CC2)C1)OCC1=CC=C(C=C1)F (5-Bromo-2-{[(4-fluorophenyl)methyl]oxy}-N-3-pyridinylbenzamide). As a reaction SMILES: [N:1]1[CH:6]=[CH:5][CH:4]=[C:3]([NH2:7])[CH:2]=1.[Br:8][C:9]1[CH:10]=[CH:11][C:12]([O:18][CH2:19][C:20]2[CH:25]=[CH:24][C:23]([F:26])=[CH:22][CH:21]=2)=[C:13]([CH:17]=1)[C:14](O)=[O:15].C(Cl)CCl.C1C=CC2N(O)N=NC=2C=1>CN(C=O)C.O>[Br:8][C:9]1[CH:10]=[CH:11][C:12]([O:18][CH2:19][C:20]2[CH:25]=[CH:24][C:23]([F:26])=[CH:22][CH:21]=2)=[C:13]([CH:17]=1)[C:14]([NH:7][C:3]1[CH:2]=[N:1][CH:6]=[CH:5][CH:4]=1)=[O:15]. Procedure details: Neat pyridin-3-amine (79 mg, 0.84 mmol) was added in one charge to a stirred solution of 5-bromo-2-{[(4-fluorophenyl)methyl]oxy}benzoic acid (may be prepared as described in Description 87; 200 mg, 0.56 mmol), EDC (213 mg, 1.11 mmol) and HOBT (170 mg, 1.11 mmol) in DMF (3 ml) at room temperature. The reaction mixture was stirred at 25° C. overnight. Water (25 ml) was added and the solid was filtered, washed with water (15 ml), and dried in vacuo. The residue was further purified with Prep-TLC (e...